Dataset: the Open Reaction Database (ORD), a public repository of structured organic reaction records. Task: describe an organic reaction: reactants, conditions, products, and yield Reactants: N1=CC=CC=C1 (pyridine), C(\C=C\C)(=O)Cl (Crotonyl chloride), C(C)(C)(C)C=1C=C(N)C=C(C1O)C(C)(C)C (3,5-di-tert-butyl-4-hydroxyaniline). Run in C(Cl)Cl (methylene chloride), C(Cl)Cl (methylene chloride). The product is C(C)(C)(C)C=1C=C(C=C(C1O)C(C)(C)C)NC(C=CC)=O (N-(3,5-di-tert-butyl-4-hydroxyphenyl)-2-butenamide). Yield: 41.5%. Reaction SMILES: [C:1](Cl)(=[O:5])/[CH:2]=[CH:3]/[CH3:4].[C:7]([C:11]1[CH:12]=[C:13]([CH:15]=[C:16]([C:19]([CH3:22])([CH3:21])[CH3:20])[C:17]=1[OH:18])[NH2:14])([CH3:10])([CH3:9])[CH3:8].N1C=CC=CC=1>C(Cl)Cl>[C:7]([C:11]1[CH:12]=[C:13]([NH:14][C:1](=[O:5])[CH:2]=[CH:3][CH3:4])[CH:15]=[C:16]([C:19]([CH3:22])([CH3:21])[CH3:20])[C:17]=1[OH:18])([CH3:10])([CH3:9])[CH3:8]. Reported procedure: Crotonyl chloride (4.7 g, 45 mmol) in 10 ml of methylene chloride was added slowly to a stirred solution of 10 g (45 mmol) of 3,5-di-tert-butyl-4-hydroxyaniline in 50 ml of methylene chloride at 0° C. Ten minutes later 3.6 g (45 mmol) of pyridine was added and, after three hours, the mixture was filtered. The filtered soid was washed with water and triturated in ether to yield 5.4 g of N-(3,5-di-tert-butyl-4-hydroxyphenyl)-2-butenamide having a melting point of 215°-218° C.